From a dataset of the Open Reaction Database (ORD), a public repository of structured organic reaction records. describe an organic reaction: reactants, conditions, products, and yield Starting materials: O.ON1N=NC2=C1C=CC=C2 (1-hydroxybenzotriazole hydrate), Br.COCCOCCN1C(SC(=C1C)C)=N (3-[2-(2-methoxyethoxy)-ethyl]-4,5-dimethyl-1,3-thiazol-2(3H)-ylideneamine hydrobromide), C1CCC(CC1)N=C=NC2CCCCC2 (DCC), C12(CC3CC(CC(C1)C3)C2)C(=O)O (1-adamantane carboxylic acid), C1(CCCCC1)N=C=NC1CCCCC1 (dicyclohexylcarbodiimide), C(C)(C)N(C(C)C)CC (N,N-diisopropylethylamine). The solvent is CC(=O)N(C)C (dimethylacetamide). Conditions: temperature 100 celsius. The product is COCCOCCN1/C(/SC(=C1C)C)=N/C(=O)C12CC3CC(CC(C1)C3)C2 (N-[(2Z)-3-[2-(2-methoxyethoxy)ethyl]-4,5-dimethyl-1,3-thiazol-2(3H)-ylidene]adamantane-1-carboxamide). As a reaction SMILES: Br.[CH3:2][O:3][CH2:4][CH2:5][O:6][CH2:7][CH2:8][N:9]1[C:13]([CH3:14])=[C:12]([CH3:15])[S:11][C:10]1=[NH:16].[C:17]12([C:27](O)=[O:28])[CH2:26][CH:21]3[CH2:22][CH:23]([CH2:25][CH:19]([CH2:20]3)[CH2:18]1)[CH2:24]2.C1(N=C=NC2CCCCC2)CCCCC1.O.ON1C2C=CC=CC=2N=N1.C(N(CC)C(C)C)(C)C>CC(N(C)C)=O>[CH3:2][O:3][CH2:4][CH2:5][O:6][CH2:7][CH2:8][N:9]1[C:13]([CH3:14])=[C:12]([CH3:15])[S:11]/[C:10]/1=[N:16]\[C:27]([C:17]12[CH2:26][CH:21]3[CH2:20][CH:19]([CH2:25][CH:23]([CH2:22]3)[CH2:24]1)[CH2:18]2)=[O:28] |f:0.1,4.5|. Procedure: A mixture of 4,5-Dimethylthiazol-2-ylamine (20 mg, 0.16 mmol) and 1-bromo-2-(2-methoxyethoxy)ethane (0.20 mmol) was heated at 80° C. overnight to afford 3-[2-(2-methoxyethoxy)-ethyl]-4,5-dimethyl-1,3-thiazol-2(3H)-ylideneamine hydrobromide, which was used without purification. The alkylated thiazolylidine hydrobromide (1.25 equiv), 1-adamantane carboxylic acid (1.0 equiv), polymer-bound dicyclohexylcarbodiimide (PS-DCC, 3 equiv), 1-hydroxybenzotriazole hydrate (HOBT, 1 equiv), N,N-diisopropyleth... Reactants: Example 69 ( 9 ), C1(CCCCC1)C(C1=C(SC(=C1)C(CC)CC)CC)NC1=CC=C(C(=O)O)C=C1 (4-({cyclohexyl[2-ethyl-5-(1-ethylpropyl)thiophen-3-yl]methyl}amino)benzoic acid), CNCCC(=O)OCC (ethyl 3-(methylamino)propanoate). Yields the product C1(CCCCC1)C(C1=C(SC(=C1)C(CC)CC)CC)NC1=CC=C(C=C1)C(=O)N(CCC(=O)O)C (3-[{[4-({cyclohexyl[2-ethyl-5-(1-ethylpropyl)thiophen-3-yl]methyl}amino)phenyl]carbonyl}(methyl)amino]propanoic acid). Isolated yield 61.7%. Reaction SMILES: [CH:1]1([CH:7]([NH:20][C:21]2[CH:29]=[CH:28][C:24]([C:25](O)=[O:26])=[CH:23][CH:22]=2)[C:8]2[CH:12]=[C:11]([CH:13]([CH2:16][CH3:17])[CH2:14][CH3:15])[S:10][C:9]=2[CH2:18][CH3:19])[CH2:6][CH2:5][CH2:4][CH2:3][CH2:2]1.[CH3:30][NH:31][CH2:32][CH2:33][C:34]([O:36]CC)=[O:35]>>[CH:1]1([CH:7]([NH:20][C:21]2[CH:22]=[CH:23][C:24]([C:25]([N:31]([CH3:30])[CH2:32][CH2:33][C:34]([OH:36])=[O:35])=[O:26])=[CH:28][CH:29]=2)[C:8]2[CH:12]=[C:11]([CH:13]([CH2:16][CH3:17])[CH2:14][CH3:15])[S:10][C:9]=2[CH2:18][CH3:19])[CH2:2][CH2:3][CH2:4][CH2:5][CH2:6]1. Procedure: An operation similar to that in Example 69 (9) was performed using 4-({cyclohexyl[2-ethyl-5-(1-ethylpropyl)thiophen-3-yl]methyl}amino)benzoic acid (250 mg) synthesized in Example 75 (2) and ethyl 3-(methylamino)propanoate (95.1 mg) to give the title compound (186 mg, 62%). The reactants are CCCCCC, CC(C)O, O=c1[nH]cnc2c([N+](=O)[O-])c(Cl)ccc12, O=c1[nH]cnc2cc(Cl)c([N+](=O)[O-])cc12, Nc1ccc(F)c(Cl)c1, ClCCl, CN(C)C=O, O=S(Cl)Cl. The product is O=[N+]([O-])c1cc2c(Nc3ccc(F)c(Cl)c3)ncnc2cc1Cl. Reaction SMILES: [CH3:48][CH2:49][CH2:50][CH2:51][CH2:52][CH3:53].[CH:44]([OH:45])([CH3:46])[CH3:47].[Cl:16][c:17]1[c:18]([N+:19]([O-:20])=[O:21])[c:22]2[c:23]([c:24](=[O:25])[nH:26][cH:27][n:28]2)[cH:29][cH:30]1.[Cl:1][c:2]1[c:3]([N+:13](=[O:14])[O-:15])[cH:4][c:5]2[c:6](=[O:12])[nH:7][cH:8][n:9][c:10]2[cH:11]1.[Cl:35][c:36]1[cH:37][c:38]([NH2:39])[cH:40][cH:41][c:42]1[F:43].[Cl:54][CH2:55][Cl:56].[O:57]=[CH:58][N:59]([CH3:60])[CH3:61].[S:31]([Cl:32])([Cl:33])=[O:34]>>[Cl:1][c:2]1[c:3]([N+:13](=[O:14])[O-:15])[cH:4][c:5]2[c:6]([NH:39][c:38]3[cH:37][c:36]([Cl:35])[c:42]([F:43])[cH:41][cH:40]3)[n:7][cH:8][n:9][c:10]2[cH:11]1. Starting materials: OC1=C2CC=C(CC2=C(C=C1)O)C (5,8-Dihydroxy-2-methyl-1,4-dihydronaphthalene), [H-].[Na+] (sodium hydride), oil, CN(C)C=O (DMF), CI (methyl iodide). Run in C(C)(=O)OCC (ethyl acetate). Reaction conditions: time 1 hour. Product: COC1=C2CC=C(CC2=C(C=C1)OC)C (5,8-Dimethoxy-2-methyl-1,4-dihydronaphthalene). Reaction SMILES: [OH:1][C:2]1[CH:11]=[CH:10][C:9](O)=[C:8]2[C:3]=1[CH2:4][CH:5]=[C:6]([CH3:13])[CH2:7]2.[H-].[Na+].[CH3:16]I.CN([CH:21]=[O:22])C>C(OCC)(=O)C>[CH3:16][O:1][C:2]1[CH:11]=[CH:10][C:9]([O:22][CH3:21])=[C:8]2[C:3]=1[CH2:4][CH:5]=[C:6]([CH3:13])[CH2:7]2 |f:1.2|. Procedure: To a cold (−78° C.) solution of hydroquinone 3 (17.00 g, 96.6 mmol) in DMF under N2 was added unwashed 60% sodium hydride in mineral oil (8.90 g, 222.5 mmol). The resultant reaction mixture was warmed to room temperature over a 30 min period and subsequently treated with methyl iodide (14.3 mL, 230 mmol). After stirring the reaction mixture for 1 hr at room temperature the reaction mixture was diluted with ethyl acetate (1.5 L) and washed with brine (3×500 ml). The organic solution was dried ove... The reactants are [Ag+], CCO, CC(C)(C)OC(=O)N1CCN(c2ccc(C=O)s2)CC1, [Na+], O=[N+]([O-])[O-], [OH-], O. As a reaction SMILES: [Ag+:27].[CH3:23][CH2:24][OH:25].[CH:1](=[O:2])[c:3]1[cH:4][cH:5][c:6]([N:8]2[CH2:9][CH2:10][N:11]([C:14](=[O:15])[O:16][C:17]([CH3:18])([CH3:19])[CH3:20])[CH2:12][CH2:13]2)[s:7]1.[Na+:22].[O-:28][N+:29]([O-:30])=[O:31].[OH-:21].[OH2:26]>>[C:1](=[O:2])([c:3]1[cH:4][cH:5][c:6]([N:8]2[CH2:9][CH2:10][N:11]([C:14](=[O:15])[O:16][C:17]([CH3:18])([CH3:19])[CH3:20])[CH2:12][CH2:13]2)[s:7]1)[OH:21]. Product: CC(C)(C)OC(=O)N1CCN(c2ccc(C(=O)O)s2)CC1.